From a dataset of the Open Reaction Database (ORD), a public repository of structured organic reaction records. describe an organic reaction: reactants, conditions, products, and yield Starting materials: solution, C(C)(C)[N-]C(C)C.[Li+] (lithium diisopropyl amide), [Cl-].[NH4+] (ammonium chloride), CCCCCC (hexane), S1C(=CC=C1)C=O (2-thiophenecarboxaldehyde). Solvent: C1CCCCC1 (cyclohexane), COCCOC (ethylene glycol dimethyl ether). Conditions: temperature -70 celsius, time 8 hour. The product is ClC1=C(C=NC=C1)C(O)C=1SC=CC1 (1-(4-chloropyrid-3-yl)-1-(thien-2-yl)methanol). RXN SMILES: C([N-]C(C)C)(C)C.[Li+].[S:9]1[CH:13]=[CH:12][CH:11]=[C:10]1[CH:14]=[O:15].[Cl-:16].[NH4+:17].[CH3:18][CH2:19][CH2:20][CH2:21][CH2:22]C>COCCOC.C1CCCCC1>[Cl:16][C:20]1[CH:21]=[CH:22][N:17]=[CH:18][C:19]=1[CH:14]([C:10]1[S:9][CH:13]=[CH:12][CH:11]=1)[OH:15] |f:0.1,3.4|. Procedure details: 15 g of 4-chloro pyridine hydrochloride were placed into 90 ml of diethyl ether in a 500 ml beaker equipped with a magnetic stirrer. 4.0 g of sodium hydroxide in 90 ml of water were added at 0° C. and the mixture stirred for 15 minutes. The diethyl ether layer was separated, washed with water, dried over magnesium sulfate, filtered, and concentrated in vacuo. The 10.3 g of the 4-chloropyridine produced were placed into a 3-necked flask and dissolved in 100 ml of ethylene glycol dimethyl ether (D... Reaction SMILES: F[C:2]1[CH:9]=[CH:8][C:5]([CH:6]=[O:7])=[CH:4][CH:3]=1.[F:10][C:11]1[CH:16]=[CH:15][CH:14]=[CH:13][C:12]=1[OH:17].C(=O)([O-])[O-:19].[K+].[K+].CC(=CC)C.P([O-])(O)(O)=O.[K+].Cl[O-].[Na+]>CN(C)C=O.O>[F:10][C:11]1[CH:16]=[CH:15][CH:14]=[CH:13][C:12]=1[O:17][C:2]1[CH:9]=[CH:8][C:5]([C:6]([OH:19])=[O:7])=[CH:4][CH:3]=1 |f:2.3.4,6.7,8.9|. Yields the product FC1=C(OC2=CC=C(C(=O)O)C=C2)C=CC=C1 (4-(2-Fluorophenoxy)benzoic acid). Run in O (water), O (water), CN(C=O)C (N,N-dimethylformamide). Yield: 86.1%. The reactants are CC(C)=CC (2-methyl-2-butene), P(=O)(O)(O)[O-].[K+] (potassium dihydrogenphosphate), Cl[O-].[Na+] (sodium hypochlorite), FC1=CC=C(C=O)C=C1 (4-fluorobenzaldehyde), FC1=C(C=CC=C1)O (2-fluorophenol), C([O-])([O-])=O.[K+].[K+] (potassium carbonate). Reported procedure: To a solution of 4-fluorobenzaldehyde (1.2 g, 10 mmol) and 2-fluorophenol (1.3 g, 12 mmol) in N,N-dimethylformamide (10 ml) was added potassium carbonate (2.8 g, 20 mmol) with stirring, and the resulting mixture was stirred at 100° C. for 16 hours. After cooling to room temperature, the reaction mixture was poured into water (20 ml) and extracted with ether. The extract was washed with a saturated aqueous solution of sodium chloride and dried over magnesium sulfate. After filtration, the filtrat... The reactants are example 1 ( b ), CS(=O)(=O)C=1C=CC(=C(C(=O)O)C1)O[C@@H](C(F)(F)F)C (5-methanesulfonyl-2-((R)-2,2,2-trifluoro-1-methyl-ethoxy)-benzoic acid), Cl.CC=1N=C(SC1C(F)(F)F)N1CCNCC1 (1-(4-methyl-5-trifluoromethyl-thiazol-2-yl)-piperazine hydrochloride). The product is CS(=O)(=O)C=1C=CC(=C(C1)C(=O)N1CCN(CC1)C=1SC(=C(N1)C)C(F)(F)F)O[C@@H](C(F)(F)F)C ([5-Methanesulfonyl-2-((R)-2,2,2-trifluoro-1-methyl-ethoxy)-phenyl]-[4-(4-methyl-5-trifluoromethyl-thiazol-2-yl)-piperazin-1-yl]-methanone). The yield is 57.0%. As a reaction SMILES: [CH3:1][S:2]([C:5]1[CH:6]=[CH:7][C:8]([O:14][C@H:15]([CH3:20])[C:16]([F:19])([F:18])[F:17])=[C:9]([CH:13]=1)[C:10]([OH:12])=O)(=[O:4])=[O:3].Cl.[CH3:22][C:23]1[N:24]=[C:25]([N:32]2[CH2:37][CH2:36][NH:35][CH2:34][CH2:33]2)[S:26][C:27]=1[C:28]([F:31])([F:30])[F:29]>>[CH3:1][S:2]([C:5]1[CH:6]=[CH:7][C:8]([O:14][C@H:15]([CH3:20])[C:16]([F:19])([F:18])[F:17])=[C:9]([C:10]([N:35]2[CH2:36][CH2:37][N:32]([C:25]3[S:26][C:27]([C:28]([F:31])([F:29])[F:30])=[C:23]([CH3:22])[N:24]=3)[CH2:33][CH2:34]2)=[O:12])[CH:13]=1)(=[O:3])=[O:4] |f:1.2|. Reported procedure: Prepared in analogy to example 1 (b) from 5-methanesulfonyl-2-((R)-2,2,2-trifluoro-1-methyl-ethoxy)-benzoic acid (Example A16) and 1-(4-methyl-5-trifluoromethyl-thiazol-2-yl)-piperazine hydrochloride (Example 79(g)). The crude material was purified by chromatography (SiO2, ethyl acetate/heptane) to yield the title compound as a white crystalline solid (yield 57%). MS (m/e): 546.0 (M+H+, 100%). Procedure: Following a procedure analogous to Example 1826d, 7-amino-1,1-dimethyl-1,2,4,5-tetrahydrobenzo[c]azepin-3-one and 2-(2,5-dichloropyrimidin-4-ylamino)-N-methylbenzamide were converted to 2-(5-chloro-2-(1,1-dimethyl-3-oxo-2,3,4,5-tetrahydro-1H-benzo[c]azepin-7-ylamino)pyrimidin-4-ylamino)-N-methylbenzamide, TFA salt: 1H NMR (300 MHz, CD3OD) δ 8.55 (d, 1H), 8.25 (s, 1H), 7.9 (dd, 1H), 7.6 (d, 1H), 7.5 (t, 1H), 7.5-7.45 (m, 2H), 7.4 (td, 1H), 3.2 (m, 2H), 3.1 (s, 3H), 2.8 (m, 2H), 2.0 (s, 6H). Starting materials: NC1=CC2=C(C(NC(CC2)=O)(C)C)C=C1 (7-amino-1,1-dimethyl-1,2,4,5-tetrahydrobenzo[c]azepin-3-one), ClC1=NC=C(C(=N1)NC1=C(C(=O)NC)C=CC=C1)Cl (2-(2,5-dichloropyrimidin-4-ylamino)-N-methylbenzamide), 2-(5-chloro-2-(1,1-dimethyl-3-oxo-2,3,4,5-tetrahydro-1H-benzo[c]azepin-7-ylamino)pyrimidin-4-ylamino)-N-methylbenzamide, TFA salt. RXN SMILES: [NH2:1][C:2]1[CH:15]=[CH:14][C:5]2[C:6]([CH3:13])([CH3:12])[NH:7][C:8](=[O:11])[CH2:9][CH2:10][C:4]=2[CH:3]=1.Cl[C:17]1[N:22]=[C:21]([NH:23][C:24]2[CH:33]=[CH:32][CH:31]=[CH:30][C:25]=2[C:26]([NH:28][CH3:29])=[O:27])[C:20]([Cl:34])=[CH:19][N:18]=1>>[Cl:34][C:20]1[C:21]([NH:23][C:24]2[CH:33]=[CH:32][CH:31]=[CH:30][C:25]=2[C:26]([NH:28][CH3:29])=[O:27])=[N:22][C:17]([NH:1][C:2]2[CH:15]=[CH:14][C:5]3[C:6]([CH3:13])([CH3:12])[NH:7][C:8](=[O:11])[CH2:9][CH2:10][C:4]=3[CH:3]=2)=[N:18][CH:19]=1. The product is ClC=1C(=NC(=NC1)NC1=CC2=C(C(NC(CC2)=O)(C)C)C=C1)NC1=C(C(=O)NC)C=CC=C1 (2-(5-Chloro-2-(1,1-dimethyl-3-oxo-2,3,4,5-tetrahydro-1H-benzo[c]azepin-7-ylamino)pyrimidin-4-ylamino)-N-methylbenzamide).